From a dataset of the Open Reaction Database (ORD), a public repository of structured organic reaction records. describe an organic reaction: reactants, conditions, products, and yield Starting materials: C[Si](C)(C)[N-][Si](C)(C)C.[Li+] (lithium bis(trimethylsilyl)amide), [Si](C)(C)(C(C)(C)C)OC(/C=C/C1C2CCC(C2CC1)=O)COC1=CC=CC=C1 ((E)-2-(3-tert-butyldimethylsilyloxy-4-phenoxybut-1-enyl)bicyclo[3,3,0]octan-6-one), COC(=O)CCCC=O (4-methoxycarbonylbutanal), (±)-(E)-2β-(3β-tert-butyldimethylsilyloxy-4-phenoxybut-1-enyl)bicyclo[3,3,0]octan-6-one, C(C)(=O)O (acetic acid). Solvent: O1CCCC1 (tetrahydrofuran), O (water), C(C)OCC (diethyl ether), O1CCCC1 (tetrahydrofuran). Conditions: temperature -70 celsius, time 10 minute. The product is [Si](C)(C)(C(C)(C)C)OC(/C=C/C1C2CC(C(C2CC1)=O)C(CCCC(=O)OC)O)COC1=CC=CC=C1 (6-[(E)-3-tert-butyldimethylsilyloxy-4-phenoxybut-1-enyl]-3-(1-hydroxy-4-methoxycarbonylbut-1-yl)bicyclo[3,3,0]octan-2-one). Yield: 47.3%. As a reaction SMILES: [Si:1]([O:8][CH:9]([CH2:21][O:22][C:23]1[CH:28]=[CH:27][CH:26]=[CH:25][CH:24]=1)/[CH:10]=[CH:11]/[CH:12]1[CH2:19][CH2:18][CH:17]2[CH:13]1[CH2:14][CH2:15][C:16]2=[O:20])([C:4]([CH3:7])([CH3:6])[CH3:5])([CH3:3])[CH3:2].C[Si]([N-][Si](C)(C)C)(C)C.[Li+].[CH3:39][O:40][C:41]([CH2:43][CH2:44][CH2:45][CH:46]=[O:47])=[O:42].C(O)(=O)C>O1CCCC1.C(OCC)C.O>[Si:1]([O:8][CH:9]([CH2:21][O:22][C:23]1[CH:24]=[CH:25][CH:26]=[CH:27][CH:28]=1)/[CH:10]=[CH:11]/[CH:12]1[CH2:19][CH2:18][CH:17]2[CH:13]1[CH2:14][CH:15]([CH:46]([OH:47])[CH2:45][CH2:44][CH2:43][C:41]([O:40][CH3:39])=[O:42])[C:16]2=[O:20])([C:4]([CH3:7])([CH3:6])[CH3:5])([CH3:3])[CH3:2] |f:1.2|. Procedure details: A stirred solution of (E)-2-(3-tert-butyldimethylsilyloxy-4-phenoxybut-1-enyl)bicyclo[3,3,0]octan-6-one (75 mg), prepared as described in Reference Example 46 and in the form of (±)-(E)-2β-(3β-tert-butyldimethylsilyloxy-4-phenoxybut-1-enyl)bicyclo[3,3,0]octan-6-one, in dry tetrahydrofuran (2.55 ml) was cooled to -70° C. under an atmosphere of argon and treated with a solution of lithium bis(trimethylsilyl)amide in tetrahydrofuran (1M; 0.204 ml), and the mixture was stirred at -70° C. for 10 minu... Reactants: OC1=C2C(CC3(CCC3)OC2=CC(=C1)C(C)C)=O (5-Hydroxy-7-isopropylspiro[chromen-2,1′-cyclobutan]-4(3H)-one), COC(Cl)Cl (dichloromethyl methyl ether), ice water. The reagents and catalysts are [Ti](Cl)(Cl)(Cl)Cl (titanium(IV) chloride). Solvent: ClCCl (dichloromethane). Conditions: temperature -70 celsius, time 3 hour. Product: OC1=C2C(CC3(CCC3)OC2=CC(=C1C=O)C(C)C)=O (5-Hydroxy-7-isopropyl-4-oxo-3,4-dihydrospiro[chromen-2,1′-cyclobutane]-6-carbaldehyde). RXN SMILES: [OH:1][C:2]1[CH:14]=[C:13]([CH:15]([CH3:17])[CH3:16])[CH:12]=[C:11]2[C:3]=1[C:4](=[O:18])[CH2:5][C:6]1([O:10]2)[CH2:9][CH2:8][CH2:7]1.[CH3:19][O:20]C(Cl)Cl>[Ti](Cl)(Cl)(Cl)Cl.ClCCl>[OH:1][C:2]1[C:14]([CH:19]=[O:20])=[C:13]([CH:15]([CH3:16])[CH3:17])[CH:12]=[C:11]2[C:3]=1[C:4](=[O:18])[CH2:5][C:6]1([O:10]2)[CH2:7][CH2:8][CH2:9]1. Reported procedure: Under argon, 9.60 g (39 mmol) of 5-hydroxy-7-isopropylspiro[chromen-2,1′-cyclobutan]-4(3H)-one (Example 46A) are dissolved in 400 ml of abs. dichloromethane and cooled to −70° C. At this temperature, 97.44 ml (97.44 mmol) of titanium(IV) chloride (1 M solution in dichloromethane) are added dropwise such that the temperature does not exceed −65° C. The mixture is stirred briefly at −70° C., 3.88 ml (42.87 mmol) of dichloromethyl methyl ether are then added and the mixture is subsequently warmed t... The reactants are COC(=O)NC(Cc1ccc([N+](=O)[O-])c2ccccc12)C(=O)O, C[Si](C)(C)CCO, CC#N, C(=NC1CCCCC1)=NC1CCCCC1, c1ccncc1. Product: COC(=O)NC(Cc1ccc([N+](=O)[O-])c2ccccc12)C(=O)OCC[Si](C)(C)C. Reaction SMILES: [CH3:1][O:2][C:3](=[O:4])[NH:5][CH:6]([C:7](=[O:8])[OH:9])[CH2:10][c:11]1[cH:12][cH:13][c:14]([N+:21](=[O:22])[O-:23])[c:15]2[cH:16][cH:17][cH:18][cH:19][c:20]12.[CH3:30][Si:31]([CH2:32][CH2:33][OH:34])([CH3:35])[CH3:36].[CH3:52][C:53]#[N:54].[CH:37]1([N:38]=[C:39]=[N:40][CH:41]2[CH2:42][CH2:43][CH2:44][CH2:45][CH2:46]2)[CH2:47][CH2:48][CH2:49][CH2:50][CH2:51]1.[cH:24]1[cH:25][cH:26][n:27][cH:28][cH:29]1>>[CH3:1][O:2][C:3](=[O:4])[NH:5][CH:6]([C:7]([O:8][CH2:33][CH2:32][Si:31]([CH3:30])([CH3:35])[CH3:36])=[O:9])[CH2:10][c:11]1[cH:12][cH:13][c:14]([N+:21](=[O:22])[O-:23])[c:15]2[cH:16][cH:17][cH:18][cH:19][c:20]12. Starting materials: O=C(CC(C(=O)NC1CCCCNC1=O)N1C=CN(c2ccc(-c3ccccc3)cc2)C1)OCc1ccccc1, CCO. The product is O=C(O)CC(C(=O)NC1CCCCNC1=O)N1C=CN(c2ccc(-c3ccccc3)cc2)C1. As a reaction SMILES: [CH2:1]([c:2]1[cH:3][cH:4][cH:5][cH:6][cH:7]1)[O:8][C:9]([CH2:10][CH:11]([C:12](=[O:13])[NH:14][CH:15]1[C:16](=[O:22])[NH:17][CH2:18][CH2:19][CH2:20][CH2:21]1)[N:23]1[CH2:24][N:25]([c:28]2[cH:29][cH:30][c:31](-[c:34]3[cH:35][cH:36][cH:37][cH:38][cH:39]3)[cH:32][cH:33]2)[CH:26]=[CH:27]1)=[O:40].[CH3:41][CH2:42][OH:43]>>[O:8]=[C:9]([CH2:10][CH:11]([C:12](=[O:13])[NH:14][CH:15]1[C:16](=[O:22])[NH:17][CH2:18][CH2:19][CH2:20][CH2:21]1)[N:23]1[CH2:24][N:25]([c:28]2[cH:29][cH:30][c:31](-[c:34]3[cH:35][cH:36][cH:37][cH:38][cH:39]3)[cH:32][cH:33]2)[CH:26]=[CH:27]1)[OH:40]. Reactants: C(C)(C)C=1C(NC(NC1C(C1=CC(=CC(=C1)C)C)=O)=O)=O (5-Isopropyl-6-(3,5-dimethylbenzoyl)-2,4-pyrimidinedione), ClCC=1C2=CC=CC=C2C=C2C=CC=CC12 (9-chloromethyl anthracene). The product is C1=CC=CC2=CC3=CC=CC=C3C(=C12)CN1C(NC(C(=C1C(C1=CC(=CC(=C1)C)C)=O)C(C)C)=O)=O (1-(Anthracen-9-ylmethyl)-5-isopropyl-6-(3,5-dimethyl-benzoyl)-2,4-pyrimidinedione). Isolated yield 40.3%. Reaction SMILES: [CH:1]([C:4]1[C:5](=[O:21])[NH:6][C:7](=[O:20])[NH:8][C:9]=1[C:10](=[O:19])[C:11]1[CH:16]=[C:15]([CH3:17])[CH:14]=[C:13]([CH3:18])[CH:12]=1)([CH3:3])[CH3:2].Cl[CH2:23][C:24]1[C:25]2[C:30]([CH:31]=[C:32]3[C:37]=1[CH:36]=[CH:35][CH:34]=[CH:33]3)=[CH:29][CH:28]=[CH:27][CH:26]=2>>[CH:26]1[C:25]2[C:30](=[CH:31][C:32]3[C:37]([C:24]=2[CH2:23][N:8]2[C:9]([C:10](=[O:19])[C:11]4[CH:12]=[C:13]([CH3:18])[CH:14]=[C:15]([CH3:17])[CH:16]=4)=[C:4]([CH:1]([CH3:3])[CH3:2])[C:5](=[O:21])[NH:6][C:7]2=[O:20])=[CH:36][CH:35]=[CH:34][CH:33]=3)[CH:29]=[CH:28][CH:27]=1. Procedure details: 5-Isopropyl-6-(3,5-dimethylbenzoyl)-2,4-pyrimidinedione and 9-chloromethyl anthracene were reacted by the same way with the example 1 to obtain the titled compound (192 mg, yield: 40.3%). The reactants are C(C)(=O)O[C@H]1[C@@H](O[C@@H]([C@@H]1Br)COC(C)=O)N1C=2N=CNC(C2N=C1)=O (9-(2,5-di-O-acetyl-3-bromo-3-deoxy-β-D-xylofuranosyl)hypoxanthine), C(C)(=O)O[C@@H]1[C@H]([C@@H](O[C@@H]1COC(C)=O)N1C=2N=CNC(C2N=C1)=O)Br (9-(3,5-di-O-acetyl-2-bromo-2-deoxy-β-D-xylofuranosyl)hypoxanthine), 3',5'-O-diacetyl-2'-bromo-2-deoxyuridine, C(C)(=O)O[C@H]1[C@@H](O[C@@H]([C@@H]1Br)COC(C)=O)N1C2=NC=NC(=C2N=C1)N (9-(2,5-di-O-acetyl-3-bromo-3-deoxy-β-D-xylofuranosyl)adenine). Product: C(C)(=O)OC[C@@H]1C=C[C@@H](O1)N1C=NC=2C(N)=NC=NC12 (5'-O-acetyl-2',3'-didehydro-2',3'-dideoxyadenosine), C(C)(=O)OC[C@@H]1C=C[C@@H](O1)N1C=NC=2C(O)=NC=NC12 (5'-O-acetyl-2',3'-didehydro-2',3'-dideoxyinosine), C(C)(=O)OC[C@@H]1C=C[C@@H](O1)N1C(=O)NC(=O)C=C1 (5'-O-acetyl-2',3'-didehydro-2',3'-dideoxyuridine). RXN SMILES: C(O[C@@H:5]1[C@@H:9](Br)[C@@H:8]([CH2:11][O:12][C:13](=[O:15])[CH3:14])[O:7][C@H:6]1[N:16]1[CH:24]=[N:23][C:22]2[C:17]1=[N:18][CH:19]=[N:20][C:21]=2[NH2:25])(=[O:3])C.C(O[C@@H:30]1[C@@H:34](Br)[C@@H:33]([CH2:36][O:37][C:38](=[O:40])[CH3:39])[O:32][C@H:31]1[N:41]1[CH:49]=[N:48][C:47]2[C:46](=[O:50])[NH:45][CH:44]=[N:43][C:42]1=2)(=O)C.C(O[C@H:55]1[C@@H:59]([CH2:60][O:61][C:62](=[O:64])[CH3:63])[O:58][C@@H:57]([N:65]2[CH:73]=[N:72][C:71]3[C:70](=[O:74])NC=N[C:66]2=3)[C@@H:56]1Br)(=O)C>>[C:13]([O:12][CH2:11][C@H:8]1[O:7][C@@H:6]([N:16]2[C:17]3[N:18]=[CH:19][N:20]=[C:21]([NH2:25])[C:22]=3[N:23]=[CH:24]2)[CH:5]=[CH:9]1)(=[O:15])[CH3:14].[C:38]([O:37][CH2:36][C@H:33]1[O:32][C@@H:31]([N:41]2[C:42]3[N:43]=[CH:44][N:45]=[C:46]([OH:50])[C:47]=3[N:48]=[CH:49]2)[CH:30]=[CH:34]1)(=[O:40])[CH3:39].[C:62]([O:61][CH2:60][C@H:59]1[O:58][C@@H:57]([N:65]2[CH:66]=[CH:71][C:70](=[O:74])[NH:72][C:73]2=[O:3])[CH:56]=[CH:55]1)(=[O:64])[CH3:63]. Reported procedure: The reaction conditions were identical to those in Table III but, in addition to 9-(2,5-di-O-acetyl-3-bromo-3-deoxy-β-D-xylofuranosyl)adenine, a mixture of 9-(2,5-di-O-acetyl-3-bromo-3-deoxy-β-D-xylofuranosyl)hypoxanthine and 9-(3,5-di-O-acetyl-2-bromo-2-deoxy-β-D-xylofuranosyl)hypoxanthine, and 3',5'-O-diacetyl-2'-bromo-2-deoxyuridine were used as substrates to give 5'-O-acetyl-2',3'-didehydro-2',3'-dideoxyadenosine, 5'-O-acetyl-2',3'-didehydro-2',3'-dideoxyinosine and 5'-O-acetyl-2',3'-didehyd...